Dataset: the Open Reaction Database (ORD), a public repository of structured organic reaction records. Task: describe an organic reaction: reactants, conditions, products, and yield Reactants: COC(=O)C=1C=NC(=NC1)N1CC2=C(NC=3C=CC(=CC23)C2=CC(=CC=C2)CN2CCNCC2)CC1 (methyl-2-{8-[3-(piperazin-1-ylmethyl)phenyl]-1,3,4,5-tetrahydro-2H-pyrido[4,3-b]indol-2-yl}pyrimidine-5-carboxylate), CS(=O)(=O)Cl (methanesulfonyl chloride). Reagents/catalysts: CN(C1=CC=NC=C1)C (4-dimethylaminopyridine). Solvent: O (water), C(Cl)Cl (DCM). Conditions: time 10 minute. Yields the product COC(=O)C=1C=NC(=NC1)N1CC2=C(NC=3C=CC(=CC23)C2=CC(=CC=C2)CN2CCN(CC2)S(=O)(=O)C)CC1 (methyl-2-{8-[3-((4-(methylsulfonyl)piperazin-1-yl)methyl)phenyl]-1,3,4,5-tetrahydro-2H-pyrido[4,3-b]indol-2-yl}pyrimidine-5-carboxylate). Yield: 97.3%. RXN SMILES: [CH3:1][O:2][C:3]([C:5]1[CH:6]=[N:7][C:8]([N:11]2[CH2:36][CH2:35][C:14]3[NH:15][C:16]4[CH:17]=[CH:18][C:19]([C:22]5[CH:27]=[CH:26][CH:25]=[C:24]([CH2:28][N:29]6[CH2:34][CH2:33][NH:32][CH2:31][CH2:30]6)[CH:23]=5)=[CH:20][C:21]=4[C:13]=3[CH2:12]2)=[N:9][CH:10]=1)=[O:4].[CH3:37][S:38](Cl)(=[O:40])=[O:39]>C(Cl)Cl.CN(C)C1C=CN=CC=1.O>[CH3:1][O:2][C:3]([C:5]1[CH:6]=[N:7][C:8]([N:11]2[CH2:36][CH2:35][C:14]3[NH:15][C:16]4[CH:17]=[CH:18][C:19]([C:22]5[CH:27]=[CH:26][CH:25]=[C:24]([CH2:28][N:29]6[CH2:30][CH2:31][N:32]([S:38]([CH3:37])(=[O:40])=[O:39])[CH2:33][CH2:34]6)[CH:23]=5)=[CH:20][C:21]=4[C:13]=3[CH2:12]2)=[N:9][CH:10]=1)=[O:4]. Procedure: To a stirred solution of methyl-2-{8-[3-(piperazin-1-ylmethyl)phenyl]-1,3,4,5-tetrahydro-2H-pyrido[4,3-b]indol-2-yl}pyrimidine-5-carboxylate (800 mg, 1.65 mmol) in dry DCM (50 mL) was added 4-dimethylaminopyridine (1.012 g, 8.29 mmol), then methanesulfonyl chloride (0.155 mL, 1.99 mmol) was added at 0° C. and stirred for 10 min. The reaction mass was maintained at room temperature and stirred for 1 h. The progress of the reaction was monitored by TLC and after completion the reaction mass was di...